describe an organic reaction: reactants, conditions, products, and yield From a dataset of the Open Reaction Database (ORD), a public repository of structured organic reaction records. The reactants are ClC(=O)OC1=CC=C(C=C1)OC1=NC=C(C=C1)C(F)(F)F (4-(5-trifluoromethyl-pyridin-2-yloxy)-phenyl chloroformate), ClC1=C(C=CC=C1)N1CCNCC1 (1-(2-chlorophenyl)piperazine). Product: FC(C=1C=CC(=NC1)OC1=CC=C(C=C1)OC(=O)N1CCN(CC1)C1=C(C=CC=C1)Cl)(F)F (4-(2-Chlorophenyl)piperazine-1-carboxylic acid 4-(5-trifluoromethyl-pyridin-2-yloxy)phenyl ester). Reaction SMILES: Cl[C:2]([O:4][C:5]1[CH:10]=[CH:9][C:8]([O:11][C:12]2[CH:17]=[CH:16][C:15]([C:18]([F:21])([F:20])[F:19])=[CH:14][N:13]=2)=[CH:7][CH:6]=1)=[O:3].[Cl:22][C:23]1[CH:28]=[CH:27][CH:26]=[CH:25][C:24]=1[N:29]1[CH2:34][CH2:33][NH:32][CH2:31][CH2:30]1>>[F:19][C:18]([F:21])([F:20])[C:15]1[CH:16]=[CH:17][C:12]([O:11][C:8]2[CH:9]=[CH:10][C:5]([O:4][C:2]([N:32]3[CH2:31][CH2:30][N:29]([C:24]4[CH:25]=[CH:26][CH:27]=[CH:28][C:23]=4[Cl:22])[CH2:34][CH2:33]3)=[O:3])=[CH:6][CH:7]=2)=[N:13][CH:14]=1. Reported procedure: The the hydrochloride of title compound was prepared from 4-(5-trifluoromethyl-pyridin-2-yloxy)-phenyl chloroformate and 1-(2-chlorophenyl)piperazine. Drying in vacuo at 50° C. for 3½ h gave the title compound; 1H NMR (DMSO-d6): δ8.61-8.55 (br, 1H), 8.29-8.20 (dd-like, 1H), 7.53-7.41 (m, 1H), 7.39-7.17 (m, 7H), 7.14-7.03 (m, 1H), 4.58 (br s, NH+water), 3.85-3.55 (br m, 4H), 3.12-2.99 (br m, 4H); HPLC-MS: m/z=478 (M+H); IR (KBr): ν 1733 (C═O) cm−1. The reactants are C(C(=C)C)(=O)Cl (methacryloyl chloride), C(N)(OCC)=O (ethyl carbamate), [H-].[Na+] (NaH). Run in C=1(C(=CC=CC1)C)C (xylene), CC=1C=CC=CC1C (o-xylene), C=1(C(=CC=CC1)C)C (xylene). Reaction conditions: temperature 50 celsius, time 3 hour. Product: C(C(=C)C)(=O)NC(OCC)=O (ethyl N-methacryloylcarbamate). Yield: 38.9%. As a reaction SMILES: [C:1](=[O:6])([O:3][CH2:4][CH3:5])[NH2:2].[H-].[Na+].[C:9](Cl)(=[O:13])[C:10]([CH3:12])=[CH2:11]>CC1C=CC=CC=1C>[C:9]([NH:2][C:1](=[O:6])[O:3][CH2:4][CH3:5])(=[O:13])[C:10]([CH3:12])=[CH2:11] |f:1.2|. Reported procedure: To the solution of 8.9 g of ethyl carbamate in 50 g of o-xylene, a slurry of 2.2 g of NaH in 20 g of xylene was added dropwise in 30 minutes, followed by stirring for additional 3 hours at 50° C. Then a solution of 10.5 g of methacryloyl chloride in 30 g of xylene was added dropwise to the reaction mixture and the solution was stirred for 1 hour at 60° C. The resultant white precipitate were filtered off and the filtrate was concentrated. The residue was subjected to column chromatography for pu... Reactants: C(Cl)Cl (methylene chloride), CN1C=2N(C3=C(C1=O)SC=C3)C=NC2C(=O)OCC (Ethyl 4,5-dihydro-4-methyl-5-oxo-imidazo[1,5-a]thieno[2,3-e]-pyrimidine-3-carboxylate), C1(CC1)C(N)=NO (cyclopropanecarboxamide oxime), [Na] (Sodium). The solvent is C(C)O (ethanol). The product is C1(CC1)C1=NOC(=N1)C=1N=CN2C1N(C(C1=C2C=CS1)=O)C (3-(3-cyclopropyl-1,2,4-oxadiazol-5-yl)-4,5-dihydro-4-methyl-5-oxo-imidazo[1,5-a]thieno[2,3-e]pyrimidine). Reaction SMILES: [Na].[CH3:2][N:3]1[C:8](=[O:9])[C:7]2[S:10][CH:11]=[CH:12][C:6]=2[N:5]2[CH:13]=[N:14][C:15]([C:16]([O:18]CC)=O)=[C:4]12.[CH:21]1([C:24](=[N:26]O)[NH2:25])[CH2:23][CH2:22]1.C(Cl)Cl>C(O)C>[CH:21]1([C:24]2[N:26]=[C:16]([C:15]3[N:14]=[CH:13][N:5]4[C:6]5[CH:12]=[CH:11][S:10][C:7]=5[C:8](=[O:9])[N:3]([CH3:2])[C:4]=34)[O:18][N:25]=2)[CH2:23][CH2:22]1 |^1:0|. Reported procedure: Sodium (50 mg) was dissolved in dry ethanol (20 ml). Ethyl 4,5-dihydro-4-methyl-5-oxo-imidazo[1,5-a]thieno[2,3-e]-pyrimidine-3-carboxylate (0,55 g, 2 mmole), cyclopropanecarboxamide oxime (0,5 g, 5 mmole), and 5 g crushed mol. sieves 4 Å were added. The mixture was refluxed for 6 hours, then cooled to room temperature, where methylene chloride was added (30 ml). The mol. sieves were filtered off and the filtrate was reduced to 5 ml by evaporation in vacuo. Addition of water (25 ml) afforded a cr... Reaction SMILES: [Br:23][N:24]1[C:25](=[O:26])[CH2:27][CH2:28][C:29]1=[O:30].[CH3:11][Si:12]([CH:13]([Si:14]([CH3:15])([CH3:16])[CH3:17])[C:18]([NH2:19])=[O:20])([CH3:21])[CH3:22].[O:32]=[CH:33][N:34]([CH3:35])[CH3:36].[OH2:31].[OH:1][c:2]1[c:3]2[cH:10][cH:9][n:8][c:4]-2[nH:5][cH:6][n:7]1>>[OH:1][c:2]1[c:3]2[c:10]([Br:23])[cH:9][n:8][c:4]-2[nH:5][cH:6][n:7]1. The reactants are O=C1CCC(=O)N1Br, C[Si](C)(C)C(C(N)=O)[Si](C)(C)C, CN(C)C=O, O, Oc1nc[nH]c2nccc1-2. The product is Oc1nc[nH]c2ncc(Br)c1-2. Reactants: CC1=CC=C(C=C1)S(=O)(=O)Cl (P-toluenesulfonyl chloride), [Cl-] (chloride), OCCCCCCCCCCCCCCCCCCCCCC(=O)OC (methyl 22-hydroxydocosanoate). Solvent: N1=CC=CC=C1 (pyridine), C(Cl)Cl (methylene chloride). Conditions: time 1 hour. Product: S(=O)(=O)(C1=CC=C(C)C=C1)OCCCCCCCCCCCCCCCCCCCCCC(=O)OC (methyl 22-tosyloxydocosanoate). Yield: 94.7%. RXN SMILES: [OH:1][CH2:2][CH2:3][CH2:4][CH2:5][CH2:6][CH2:7][CH2:8][CH2:9][CH2:10][CH2:11][CH2:12][CH2:13][CH2:14][CH2:15][CH2:16][CH2:17][CH2:18][CH2:19][CH2:20][CH2:21][CH2:22][C:23]([O:25][CH3:26])=[O:24].[CH3:27][C:28]1[CH:33]=[CH:32][C:31]([S:34](Cl)(=[O:36])=[O:35])=[CH:30][CH:29]=1.[Cl-]>N1C=CC=CC=1.C(Cl)Cl>[S:34]([O:1][CH2:2][CH2:3][CH2:4][CH2:5][CH2:6][CH2:7][CH2:8][CH2:9][CH2:10][CH2:11][CH2:12][CH2:13][CH2:14][CH2:15][CH2:16][CH2:17][CH2:18][CH2:19][CH2:20][CH2:21][CH2:22][C:23]([O:25][CH3:26])=[O:24])([C:31]1[CH:32]=[CH:33][C:28]([CH3:27])=[CH:29][CH:30]=1)(=[O:36])=[O:35]. Reported procedure: In a mixed solvent of 15 ml pyridine and 120 ml methylene chloride was dissolved methyl 22-hydroxydocosanoate (1.70 g, 4.59 mmoles) . P-toluenesulfonyl chloride (1.75 g, 9.18 mmoles) was gradually added to the obtained solution under ice-cooled condition, over a period of 1 hour, and the mixture was stirred for 14 hours in a refrigerator. Then, ptoluenesulfonyl chloride (1.75 g, 9.18 mmoles) was added to the reaction mixture, and reaction was effected for 24 hours. After the completion of reacti... The reactants are COC(=O)C(Cc1cnc(Nc2ccccc2)nc1Nc1ccccc1)c1ccccc1OC, CC(=O)O, CCOC(C)=O, O=S(=O)(O)O. Product: COc1ccccc1C1Cc2cnc(Nc3ccccc3)nc2N(c2ccccc2)C1=O. Reaction SMILES: [CH3:1][O:2][C:3]([CH:4]([CH2:5][c:6]1[c:7]([NH:19][c:20]2[cH:21][cH:22][cH:23][cH:24][cH:25]2)[n:8][c:9]([NH:12][c:13]2[cH:14][cH:15][cH:16][cH:17][cH:18]2)[n:10][cH:11]1)[c:26]1[c:27]([O:32][CH3:33])[cH:28][cH:29][cH:30][cH:31]1)=[O:34].[CH3:40][C:41](=[O:42])[OH:43].[CH3:44][CH2:45][O:46][C:47](=[O:48])[CH3:49].[S:35](=[O:36])(=[O:37])([OH:38])[OH:39]>>[O:2]=[C:3]1[CH:4]([c:26]2[c:27]([O:32][CH3:33])[cH:28][cH:29][cH:30][cH:31]2)[CH2:5][c:6]2[c:7]([n:8][c:9]([NH:12][c:13]3[cH:14][cH:15][cH:16][cH:17][cH:18]3)[n:10][cH:11]2)[N:19]1[c:20]1[cH:21][cH:22][cH:23][cH:24][cH:25]1.